Dataset: the Open Reaction Database (ORD), a public repository of structured organic reaction records. Task: describe an organic reaction: reactants, conditions, products, and yield Starting materials: C(C#CC)O (2-butyn-1-ol), [H-].[Na+] (sodium hydride), [Cl-].[NH4+] (ammonium chloride), ClC1=NC=NC(=C1)Cl (4,6-dichloropyrimidine). Run in O1CCCC1 (tetrahydrofuran), O1CCCC1 (tetrahydrofuran), O1CCCC1 (tetrahydrofuran). The product is C(C#CC)OC1=NC=NC(=C1)OCC#CC (4,6-bis(2-butynyloxy)pyrimidine). Isolated yield 67.2%. RXN SMILES: [H-].[Na+].[CH2:3]([OH:7])[C:4]#[C:5][CH3:6].Cl[C:9]1[CH:14]=[C:13](Cl)[N:12]=[CH:11][N:10]=1.[Cl-].[NH4+]>O1CCCC1>[CH2:3]([O:7][C:9]1[CH:14]=[C:13]([O:7][CH2:3][C:4]#[C:5][CH3:6])[N:12]=[CH:11][N:10]=1)[C:4]#[C:5][CH3:6] |f:0.1,4.5|. Reported procedure: In 4 ml of tetrahydrofuran was suspended 0.27 g of sodium hydride (60% in oil), to which 0.7 ml of a tetrahydrofuran solution containing 0.41 g of 2-butyn-1-ol was slowly added dropwise with stirring at room temperature. The mixture was then stirred at room temperature for 20 minutes, to which 0.7 ml of a tetrahydrofuran solution containing 0.4 g of 4,6-dichloropyrimidine was slowly added dropwise. After completion of the dropwise addition, the mixture was stirred at room temperature for 40 minu... As a reaction SMILES: C([N:9]1[CH2:17][CH2:16][C:12]([CH3:18])([C:13]([OH:15])=[O:14])[CH2:11][CH2:10]1)(=O)C1C=CC=CC=1>Cl>[CH3:18][C:12]1([C:13]([OH:15])=[O:14])[CH2:16][CH2:17][NH:9][CH2:10][CH2:11]1. Procedure: N-Benzoyl-4-methyl isonipecotic acid (1.21 g, 4.88 mmol) was dissolved in 20 mL of 6N HCl and refluxed overnight. The mixture was cooled and benzoic acid removed by filtration. The filtrate was evaporated and crystallization from acetone/dichloromethane provided 0.62 g of 4-methyl isonipecotic acid (90%). 1H NMR (300 MHz DMSO d6) δ9.0 (s, 1H), 3.1 (m, 2H), 2.7 (m, 2H), 2.0 (m, 2 H), 1.6 (m, 2H), 1.1 (s, 3H). Solvent: Cl (HCl). Reactants: C(C1=CC=CC=C1)(=O)N1CCC(C(=O)O)(CC1)C (N-Benzoyl-4-methyl isonipecotic acid). The yield is 88.7%. The product is CC1(CCNCC1)C(=O)O (4-methyl isonipecotic acid). Starting materials: CS(=O)(=O)N1CCC(=CC1)C=1C=C2C(=CN1)OC1(CC3(CCNCC3)C1)C2 (5-(1-methanesulfonyl-1,2,3,6-tetrahydro-pyridin-4-yl)-dispiro[2,3-dihydrofuro[2,3-c]pyridine-2,1′-cyclobutane-3′,4″-piperidine]), ClC1=NC=C(C=N1)C(F)(F)F (2-chloro-5-trifluoromethyl-pyrimidine). Run at time 8 hour. Product: CS(=O)(=O)N1CCC(=CC1)C=1C=C2C(=CN1)OC1(CC3(CCN(CC3)C3=NC=C(C=N3)C(F)(F)F)C1)C2 (5-(1-Methanesulfonyl-1,2,3,6-tetrahydro-pyridin-4-yl)-1″-(5-trifluoromethyl-pyrimidin-2-yl)-dispiro[2,3-dihydrofuro[2,3-c]pyridine-2,1′-cyclobutane-3′,4″-piperidine]). RXN SMILES: [CH3:1][S:2]([N:5]1[CH2:10][CH:9]=[C:8]([C:11]2[CH:12]=[C:13]3[CH2:27][C:18]4([CH2:26][C:20]5([CH2:25][CH2:24][NH:23][CH2:22][CH2:21]5)[CH2:19]4)[O:17][C:14]3=[CH:15][N:16]=2)[CH2:7][CH2:6]1)(=[O:4])=[O:3].Cl[C:29]1[N:34]=[CH:33][C:32]([C:35]([F:38])([F:37])[F:36])=[CH:31][N:30]=1>>[CH3:1][S:2]([N:5]1[CH2:6][CH:7]=[C:8]([C:11]2[CH:12]=[C:13]3[CH2:27][C:18]4([CH2:19][C:20]5([CH2:21][CH2:22][N:23]([C:29]6[N:34]=[CH:33][C:32]([C:35]([F:38])([F:37])[F:36])=[CH:31][N:30]=6)[CH2:24][CH2:25]5)[CH2:26]4)[O:17][C:14]3=[CH:15][N:16]=2)[CH2:9][CH2:10]1)(=[O:4])=[O:3]. Reported procedure: The title compound is prepared from 5-(1-methanesulfonyl-1,2,3,6-tetrahydro-pyridin-4-yl)-dispiro[2,3-dihydrofuro[2,3-c]pyridine-2,1′-cyclobutane-3′,4″-piperidine] (HCl salt) and 2-chloro-5-trifluoromethyl-pyrimidine following a procedure analogous to that described for Example 15; the reaction is conducted at 45° C. overnight. LC (method 6): tR=1.09 min; Mass spectrum (ESI+): m/z=536 [M+H]+.